From a dataset of the Open Reaction Database (ORD), a public repository of structured organic reaction records. describe an organic reaction: reactants, conditions, products, and yield Starting materials: IC=1C=C(C=CC1)N1N=C(N=N1)C(C)N1CCCCN2C(=NN=C12)C1=CC=NC=C1 (8-{1-[2-(3-iodo-phenyl)-2H-tetrazol-5-yl]-ethyl}-3-pyridin-4-yl-5,6,7,8-tetrahydro-4H-1,2,3a,8-tetraaza-azulene), palladium (0) tetrakis-triphenylphosphine, CN(C)C=O (DMF). Reagents/catalysts: [C-]#N.[Zn+2].[C-]#N (zinc cyanide). The product is N1=CC=C(C=C1)C1=NN=C2N(CCCCN12)C(C)C=1N=NN(N1)C=1C=C(C#N)C=CC1 (3-{5-[1-(3-Pyridin-4-yl-4,5,6,7-tetrahydro-1,2,3a,8-tetraaza-azulen-8-yl)-ethyl]-tetrazol-2-yl}-benzonitrile). Reaction SMILES: I[C:2]1[CH:3]=[C:4]([N:8]2[N:12]=[N:11][C:10]([CH:13]([N:15]3[C:24]4[N:20]([C:21]([C:25]5[CH:30]=[CH:29][N:28]=[CH:27][CH:26]=5)=[N:22][N:23]=4)[CH2:19][CH2:18][CH2:17][CH2:16]3)[CH3:14])=[N:9]2)[CH:5]=[CH:6][CH:7]=1.[CH3:31][N:32](C=O)C>[C-]#N.[Zn+2].[C-]#N>[N:28]1[CH:29]=[CH:30][C:25]([C:21]2[N:20]3[C:24]([N:15]([CH:13]([C:10]4[N:11]=[N:12][N:8]([C:4]5[CH:3]=[C:2]([CH:7]=[CH:6][CH:5]=5)[C:31]#[N:32])[N:9]=4)[CH3:14])[CH2:16][CH2:17][CH2:18][CH2:19]3)=[N:23][N:22]=2)=[CH:26][CH:27]=1 |f:2.3.4|. Procedure details: The title compound is prepared from 8-{1-[2-(3-iodo-phenyl)-2H-tetrazol-5-yl]-ethyl}-3-pyridin-4-yl-5,6,7,8-tetrahydro-4H-1,2,3a,8-tetraaza-azulene (1 mmol), zinc cyanide (1.1 mmol), palladium (0) tetrakis-triphenylphosphine (0.05 mmol) in DMF (5 mL) at 80° C. overnight. The reactants are N(=[N+]=[N-])C1CCC=2N(C3=CC=CC=C3C2CC(=O)OCCC)C1 (propyl (7-azido-6,7,8,9-tetrahydropyrido[1,2-α]indol-10-yl)acetate), C(#C)C1CCCCC1 (ethynylcyclohexane). Product: C1(CCCCC1)C1=CN=NN1C1CCC=2N(C3=CC=CC=C3C2CC(=O)O)C1 ([7-(5-Cyclohexyl-[1,2,3]triazol-1-yl)-6,7,8,9-tetrahydropyrido[1,2-α]indol-10-yl]-acetic acid). As a reaction SMILES: [N:1]([CH:4]1[CH2:23][N:8]2[C:9]3[C:14]([C:15]([CH2:16][C:17]([O:19]CCC)=[O:18])=[C:7]2[CH2:6][CH2:5]1)=[CH:13][CH:12]=[CH:11][CH:10]=3)=[N+:2]=[N-:3].[C:24]([CH:26]1[CH2:31][CH2:30][CH2:29][CH2:28][CH2:27]1)#[CH:25]>>[CH:26]1([C:24]2[N:1]([CH:4]3[CH2:23][N:8]4[C:9]5[C:14]([C:15]([CH2:16][C:17]([OH:19])=[O:18])=[C:7]4[CH2:6][CH2:5]3)=[CH:13][CH:12]=[CH:11][CH:10]=5)[N:2]=[N:3][CH:25]=2)[CH2:31][CH2:30][CH2:29][CH2:28][CH2:27]1. Procedure: The title compound was prepared using procedures described in EXAMPLE 3 from propyl (7-azido-6,7,8,9-tetrahydropyrido[1,2-α]indol-10-yl)acetate and ethynylcyclohexane. MS (+ESI) m/z: 379.2. Starting materials: FC1=C(N)C=CC(=C1)OC.NC1=CC=CC=C1 (aniline 2-fluoro-4-(methoxy)aniline), C(C)OC=C(C(=O)OCC)C(=O)OCC (diethyl [(ethyloxy)methylidene]propanedioate). Solvent: C1=CC=C(C=C1)C2=CC=CC=C2.C1=CC=C(C=C1)OC2=CC=CC=C2 (Dowtherm A). Product: FC=1C=C(C=C2C(C(=CNC12)C(=O)OCC)=O)OC (ethyl 8-fluoro-6-(methoxy)-4-oxo-1,4-dihydro-3-quinolinecarboxylate). The yield is 77.0%. As a reaction SMILES: [F:1][C:2]1[CH:8]=[C:7]([O:9][CH3:10])[CH:6]=[CH:5][C:3]=1[NH2:4].NC1C=CC=CC=1.C([O:20][CH:21]=[C:22]([C:28](OCC)=O)[C:23]([O:25][CH2:26][CH3:27])=[O:24])C>C1C=CC(C2C=CC=CC=2)=CC=1.C1C=CC(OC2C=CC=CC=2)=CC=1>[F:1][C:2]1[CH:8]=[C:7]([O:9][CH3:10])[CH:6]=[C:5]2[C:3]=1[NH:4][CH:28]=[C:22]([C:23]([O:25][CH2:26][CH3:27])=[O:24])[C:21]2=[O:20] |f:0.1,3.4|. Procedure details: A mixture of aniline 2-fluoro-4-(methoxy)aniline (22.8 g, 162 mmol) and diethyl [(ethyloxy)methylidene]propanedioate (32.6 mL) were heated to reflux in Dowtherm A under a flow of argon. After 15 minutes (when all ethanol was removed), the mixture was allowed to cool down and was diluted with pentane. A precipitate was formed which was triturated with pentane, filtered and dried under vacuum to afford the product as an oil (33.06 g, 77%); MS (+ve ion electrospray) m/z 265 (M+H)+. The reactants are C1(O)=CC=C(O)C=C1 (hydroquinone), N1C=NC=C1 (imidazole), C(C)(C)(C)[Si](Cl)(C1=CC=CC=C1)C1=CC=CC=C1 (t-butyldiphenylchlorosilane). Solvent: N1=CC=CC=C1 (pyridine), N1=CC=CC=C1 (pyridine). Yields the product [Si](C1=CC=CC=C1)(C1=CC=CC=C1)(C(C)(C)C)OC1=CC=C(C=C1)O (4-(t-butyldiphenylsilyloxy)phenol). The yield is 55.1%. As a reaction SMILES: [C:1]1([CH:8]=[CH:7][C:5]([OH:6])=[CH:4][CH:3]=1)[OH:2].N1C=CN=C1.[C:14]([Si:18]([C:26]1[CH:31]=[CH:30][CH:29]=[CH:28][CH:27]=1)([C:20]1[CH:25]=[CH:24][CH:23]=[CH:22][CH:21]=1)Cl)([CH3:17])([CH3:16])[CH3:15]>N1C=CC=CC=1>[Si:18]([O:2][C:1]1[CH:8]=[CH:7][C:5]([OH:6])=[CH:4][CH:3]=1)([C:14]([CH3:17])([CH3:16])[CH3:15])([C:26]1[CH:27]=[CH:28][CH:29]=[CH:30][CH:31]=1)[C:20]1[CH:25]=[CH:24][CH:23]=[CH:22][CH:21]=1. Reported procedure: To a solution of 8.26 g of hydroquinone and 6.3 g of imidazole in 80 mL of pyridine was added 20.6 g of t-butyldiphenylchlorosilane in 20 mL of pyridine. After 1.5 h the mixture was partitioned between water and ethyl acetate. The organic layer was washed twice with phosphate buffer (pH 2) and once each with phosphate buffer (pH 8) and brine before being filtered through N/N/S and concentrated in vacuo. Preparative liquid chromatography [silica; hexane/ethyl acetate (85:15)] afforded 14.4 g of 4... Starting materials: CN(C)CN(C)C, Nc1c2c(nc3ccccc13)CCCC2=O, O=C(O)C(F)(F)F. Product: C=C1CCc2nc3ccccc3c(N)c2C1=O. As a reaction SMILES: [CH3:17][N:18]([CH2:19][N:20]([CH3:21])[CH3:22])[CH3:23].[NH2:1][c:2]1[c:3]2[cH:4][cH:5][cH:6][cH:7][c:8]2[n:9][c:10]2[c:15]1[C:14](=[O:16])[CH2:13][CH2:12][CH2:11]2.[OH:24][C:25]([C:26]([F:27])([F:28])[F:29])=[O:30]>>[NH2:1][c:2]1[c:3]2[cH:4][cH:5][cH:6][cH:7][c:8]2[n:9][c:10]2[c:15]1[C:14](=[O:16])[C:13](=[CH2:17])[CH2:12][CH2:11]2.